Dataset: the Open Reaction Database (ORD), a public repository of structured organic reaction records. Task: describe an organic reaction: reactants, conditions, products, and yield Starting materials: COC(C(CSC)Cl)=O (2-chloro-3-methylmercapto-propionic acid methyl ester), [N-]=[N+]=[N-].[Na+] (sodium azide). Reagents/catalysts: CCCCCCCC[N+](C)(CCCCCCCC)CCCCCCCC.[Cl-] (Aliquat 336). The solvent is O (water). Yields the product COC(C(CSC)N=[N+]=[N-])=O (2-azido-3-methylmercapto-propionic acid methyl ester). Yield: 87.5%. Reaction SMILES: [CH3:1][O:2][C:3](=[O:9])[CH:4](Cl)[CH2:5][S:6][CH3:7].[N-:10]=[N+:11]=[N-:12].[Na+]>CCCCCCCC[N+](CCCCCCCC)(CCCCCCCC)C.[Cl-].O>[CH3:1][O:2][C:3](=[O:9])[CH:4]([N:10]=[N+:11]=[N-:12])[CH2:5][S:6][CH3:7] |f:1.2,3.4|. Procedure: 6.0 grams (35.5 mmoles) of the 2-chloro-3-methylmercapto-propionic acid methyl ester produced in Example 5 were stirred with 3.47 grams (53.4 mmoles) of sodium azide and 0.82 grams of Aliquat 336 in 15 ml of water for 7 hours at 45° C. After working up according to Example 2 there were obtained 5.44 grams (87% of theory) of 2-azido-3-methylmercapto-propionic acid methyl ester as an analytically pure material.